Dataset: the Open Reaction Database (ORD), a public repository of structured organic reaction records. Task: describe an organic reaction: reactants, conditions, products, and yield Reactants: CCCCOC(=O)N1CCN(C(=O)C(CCCO)NC(=O)c2cc(OCC(=O)N3CCCC3C(=O)NC3CCC3)n(-c3ccccc3)n2)CC1, CC(=O)OC(C)=O, CN(C)c1ccncc1, ClCCl, c1ccncc1. Yields the product CCCCOC(=O)N1CCN(C(=O)C(CCCOC(C)=O)NC(=O)c2cc(OCC(=O)N3CCCC3C(=O)NC3CCC3)n(-c3ccccc3)n2)CC1. RXN SMILES: [CH2:1]([CH2:2][CH2:3][CH3:4])[O:5][C:6](=[O:7])[N:8]1[CH2:9][CH2:10][N:11]([C:14]([CH:15]([CH2:16][CH2:17][CH2:18][OH:19])[NH:20][C:21](=[O:22])[c:23]2[n:24][n:25](-[c:44]3[cH:45][cH:46][cH:47][cH:48][cH:49]3)[c:26]([O:28][CH2:29][C:30](=[O:31])[N:32]3[CH:33]([C:37]([NH:38][CH:39]4[CH2:40][CH2:41][CH2:42]4)=[O:43])[CH2:34][CH2:35][CH2:36]3)[cH:27]2)=[O:50])[CH2:12][CH2:13]1.[CH3:57][C:58](=[O:59])[O:60][C:61](=[O:62])[CH3:63].[CH3:67][N:68]([c:69]1[cH:70][cH:71][n:72][cH:73][cH:74]1)[CH3:75].[Cl:64][CH2:65][Cl:66].[cH:51]1[cH:52][cH:53][n:54][cH:55][cH:56]1>>[CH2:1]([CH2:2][CH2:3][CH3:4])[O:5][C:6](=[O:7])[N:8]1[CH2:9][CH2:10][N:11]([C:14]([CH:15]([CH2:16][CH2:17][CH2:18][O:19][C:58]([CH3:57])=[O:59])[NH:20][C:21](=[O:22])[c:23]2[n:24][n:25](-[c:44]3[cH:45][cH:46][cH:47][cH:48][cH:49]3)[c:26]([O:28][CH2:29][C:30](=[O:31])[N:32]3[CH:33]([C:37]([NH:38][CH:39]4[CH2:40][CH2:41][CH2:42]4)=[O:43])[CH2:34][CH2:35][CH2:36]3)[cH:27]2)=[O:50])[CH2:12][CH2:13]1. Reaction SMILES: CO[C:3]([C:5]1[CH:6]=[N:7][CH:8]=[N:9][CH:10]=1)=[NH:4].[NH2:11][C:12]1[CH:20]=[CH:19][CH:18]=[C:17]([Br:21])[C:13]=1[C:14]([OH:16])=O.C(O)(=O)C>CO>[Br:21][C:17]1[CH:18]=[CH:19][CH:20]=[C:12]2[C:13]=1[C:14]([OH:16])=[N:4][C:3]([C:5]1[CH:6]=[N:7][CH:8]=[N:9][CH:10]=1)=[N:11]2. Run in CO (methanol), CO (methanol). Reaction conditions: time 16 hour. Procedure: To a stirred suspension of methylpyrimidine-5-carbimidate (2.00 g, 14.5 mmol) in methanol (20 mL) was added 2-amino-6-bromobenzoic acid (3.1 g, 14.5 mmol). The mixture was heated to reflux where it stirred for 16 h under the nitrogen atmosphere. At the conclusion of this period, acetic acid (2.72 ml, 47 mmol) was added drop wise. Upon completion of addition, methanol was evaporated under reduced pressure to yield a residue. The residue was triturated with ether (100 mL), ethyl acetate (50 mL) an... Starting materials: NC1=C(C(=O)O)C(=CC=C1)Br (2-amino-6-bromobenzoic acid), COC(=N)C=1C=NC=NC1 (methylpyrimidine-5-carbimidate), C(C)(=O)O (acetic acid). Yield: 27.3%. The product is BrC1=C2C(=NC(=NC2=CC=C1)C=1C=NC=NC1)O (5-bromo-2-(pyrimidin-5-yl)quinazolin-4-ol). Reactants: C1CCNC1, CC(C)O, COc1ccc2c(Cl)cc(N)nc2c1. Yields the product Cl, COc1ccc2c(N3CCCC3)cc(N)nc2c1. Reaction SMILES: [CH2:15]1[CH2:16][CH2:17][NH:18][CH2:19]1.[CH:20]([OH:21])([CH3:22])[CH3:23].[Cl:1][c:2]1[cH:3][c:4]([NH2:14])[n:5][c:6]2[cH:7][c:8]([O:12][CH3:13])[cH:9][cH:10][c:11]12>>[ClH:1].[c:2]1([N:18]2[CH2:17][CH2:16][CH2:15][CH2:19]2)[cH:3][c:4]([NH2:14])[n:5][c:6]2[cH:7][c:8]([O:12][CH3:13])[cH:9][cH:10][c:11]12. The reactants are O=C([O-])O, Cc1ccccc1, CC1CN(C(=O)COc2ccc(Cl)cc2C(O)CCC(=O)O)C(C)CN1Cc1ccc(F)cc1, [Na+], Cc1ccc(S(=O)(=O)O)cc1. The product is CC1CN(C(=O)COc2ccc(Cl)cc2C2CCC(=O)O2)C(C)CN1Cc1ccc(F)cc1. As a reaction SMILES: [C:53](=[O:54])([OH:55])[O-:56].[CH3:46][c:47]1[cH:48][cH:49][cH:50][cH:51][cH:52]1.[Cl:1][c:2]1[cH:3][cH:4][c:5]([O:15][CH2:16][C:17](=[O:18])[N:19]2[CH:20]([CH3:34])[CH2:21][N:22]([CH2:26][c:27]3[cH:28][cH:29][c:30]([F:33])[cH:31][cH:32]3)[CH:23]([CH3:25])[CH2:24]2)[c:6]([CH:8]([CH2:9][CH2:10][C:11](=[O:12])[OH:13])[OH:14])[cH:7]1.[Na+:57].[c:35]1([CH3:36])[cH:37][cH:38][c:39]([S:40]([OH:41])(=[O:42])=[O:43])[cH:44][cH:45]1>>[Cl:1][c:2]1[cH:3][cH:4][c:5]([O:15][CH2:16][C:17](=[O:18])[N:19]2[CH:20]([CH3:34])[CH2:21][N:22]([CH2:26][c:27]3[cH:28][cH:29][c:30]([F:33])[cH:31][cH:32]3)[CH:23]([CH3:25])[CH2:24]2)[c:6]([CH:8]2[CH2:9][CH2:10][C:11](=[O:12])[O:14]2)[cH:7]1.